From a dataset of the Open Reaction Database (ORD), a public repository of structured organic reaction records. describe an organic reaction: reactants, conditions, products, and yield Starting materials: C(C)(=O)OCC (ethyl acetate), BrC=1C=C(N=NC1)OC1=CC(=NN1C)C(F)(F)F (5-Bromo-3-[[1-methyl-3-(trifluoromethyl)-1H-pyrazol-5-yl]oxy]pyridazine), C(CCC)C(=C(CCCC)CCCC)[Sn] (tributylvinyltin), Pd(PhCH2)Cl(Ph3P)2. Run in CN(C)C=O (DMF). The product is C(=C)C=1C=C(N=NC1)OC1=CC(=NN1C)C(F)(F)F (5-ethenyl-3-[[1-methyl-3-(trifluoromethyl)-1H-pyrazol-5-yl]oxy]pyridazine). Isolated yield 90.8%. RXN SMILES: Br[C:2]1[CH:3]=[C:4]([O:8][C:9]2[N:13]([CH3:14])[N:12]=[C:11]([C:15]([F:18])([F:17])[F:16])[CH:10]=2)[N:5]=[N:6][CH:7]=1.[CH2:19](C([Sn])=C(CCCC)CCCC)[CH2:20]CC.C(OCC)(=O)C>CN(C=O)C>[CH:19]([C:2]1[CH:3]=[C:4]([O:8][C:9]2[N:13]([CH3:14])[N:12]=[C:11]([C:15]([F:18])([F:17])[F:16])[CH:10]=2)[N:5]=[N:6][CH:7]=1)=[CH2:20] |^1:20|. Reported procedure: 5-Bromo-3-[[1-methyl-3-(trifluoromethyl)-1H-pyrazol-5-yl]oxy]pyridazine (2.0 g, 0.0066 mole), tributylvinyltin (2.3 g, 0.00726 mole) and Pd(PhCH2)Cl(Ph3P)2 (0.1 g, 0.000132 mole) were heated at 100° C. in DMF (75 mL) for 1 hour. The mixture was then poured into ethyl acetate and extracted 2×200 mL with aqueous KF, brine, dried (MgSO4), filtered through a pad of silica gel with ethyl acetate and evaporated in vacuo. The crude oil was purified by silica gel chromatography to give 5-ethenyl-3-[[1-m...